From a dataset of the Open Reaction Database (ORD), a public repository of structured organic reaction records. describe an organic reaction: reactants, conditions, products, and yield Starting materials: C(C)(C)N(C(C)C)CC (N,N-diisopropylethylamine), C1(=CC=CC=C1)O (phenol), FC1=C(C(=O)Cl)C=C(C(=C1)F)F (2,4,5-trifluorobenzoyl chloride). Solvent: ClCCl (dichloromethane). Reaction conditions: time 2 hour. Product: FC1=C(C(=O)OC2=CC=CC=C2)C=C(C(=C1)F)F (phenyl 2,4,5-trifluorobenzoate). As a reaction SMILES: [C:1]1([OH:7])[CH:6]=[CH:5][CH:4]=[CH:3][CH:2]=1.C(N(CC)C(C)C)(C)C.[F:17][C:18]1[CH:26]=[C:25]([F:27])[C:24]([F:28])=[CH:23][C:19]=1[C:20](Cl)=[O:21]>ClCCl>[F:17][C:18]1[CH:26]=[C:25]([F:27])[C:24]([F:28])=[CH:23][C:19]=1[C:20]([O:7][C:1]1[CH:6]=[CH:5][CH:4]=[CH:3][CH:2]=1)=[O:21]. Procedure: A solution of phenol (13.3 g, 141 mmol) in dry dichloromethane (370 mL) was cooled in ice bath and treated with N,N-diisopropylethylamine (34 mL, 129 mmol) followed by dropwise addition of 2,4,5-trifluorobenzoyl chloride over a period of 15 minutes. The ice bath was removed, stirring was continued for two hours at room temperature and the solution was then transferred to a separatory funnel and the organic layer was washed successively with hydrochloric acid solution (2N, 150 mL), saturated aque... Starting materials: C(C)(C)NC(C)C (diisopropylamine), [Li]CCCC (n-BuLi), CC(OCC)=O (EA), C(C1=CC=CC=C1)N1C2CC(CC1C(C2)(F)F)=O (8-benzyl-6,6-difluoro-8-azabicyclo[3.2.1]octan-3-one). The solvent is C1CCOC1 (THF), CN1CCCC1=O.C1CCOC1 (NMP THF), C1CCOC1 (THF). Reaction conditions: time 30 minute. The product is C(C1=CC=CC=C1)N1C2CC(CC1C(C2)(F)F)(O)CC(=O)OCC (ethyl 2-(8-benzyl-6,6-difluoro-3-hydroxy-8-azabicyclo[3.2.1]octan-3-yl)acetate). Yield: 72.0%. Reaction SMILES: C(NC(C)C)(C)C.[Li]CCCC.[CH3:13][C:14](=[O:18])[O:15][CH2:16][CH3:17].[CH2:19]([N:26]1[CH:31]2[C:32]([F:35])([F:34])[CH2:33][CH:27]1[CH2:28][C:29](=[O:36])[CH2:30]2)[C:20]1[CH:25]=[CH:24][CH:23]=[CH:22][CH:21]=1>C1COCC1.CN1C(=O)CCC1.C1COCC1>[CH2:19]([N:26]1[CH:31]2[C:32]([F:35])([F:34])[CH2:33][CH:27]1[CH2:28][C:29]([CH2:13][C:14]([O:15][CH2:16][CH3:17])=[O:18])([OH:36])[CH2:30]2)[C:20]1[CH:21]=[CH:22][CH:23]=[CH:24][CH:25]=1 |f:5.6|. Procedure: To a solution of diisopropylamine (1.02 g, 10 mmol, 5.0 eq) in THF (10 mL) was added n-BuLi (5 mL, 2.0 M, 5.0 eq) dropwise at −50° C. After 30 min, dry EA (880 mg, 10 mmol, 5.0 eq) in NMP/THF (11 mL, 1:10) was added dropwise. After 1 h at −50° C., a solution of compound 116h (500 mg, 2 mmol, 1.0 eq) in THF (5 mL) was added slowly, and the resulting mixture was warmed from −50° C. to room temperature for 2 h. The reaction mixture was quenched with water (50 mL), extracted with EA (100 mL). The or... The reactants are OO (Hydrogen peroxide), C([O-])([O-])=O.[K+].[K+] (potassium carbonate), BrC=1C=NC2=CC=CC=C2C1 (3-Bromoquinoline), S(=O)([O-])[O-].[Na+].[Na+] (Sodium sulfite). The reagents and catalysts are C[Re](=O)(=O)=O (methyltrioxorhenium (VII)). The solvent is C1CCOC1 (THF), C(C)(=O)OCC (Ethyl acetate), C(C)(=O)OCC (Ethyl acetate). Reaction conditions: time 10 minute. Yields the product BrC=1C(NC2=CC=CC=C2C1)=O (3-bromo-1H-quinolin-2-one). As a reaction SMILES: OO.[Br:3][C:4]1[CH:5]=[N:6][C:7]2[C:12]([CH:13]=1)=[CH:11][CH:10]=[CH:9][CH:8]=2.S([O-])([O-])=[O:15].[Na+].[Na+].C(=O)([O-])[O-].[K+].[K+]>C[Re](=O)(=O)=O.C(OCC)(=O)C.C1COCC1>[Br:3][C:4]1[C:5](=[O:15])[NH:6][C:7]2[C:12]([CH:13]=1)=[CH:11][CH:10]=[CH:9][CH:8]=2 |f:2.3.4,5.6.7|. Reported procedure: Hydrogen peroxide solution(5.9 ml) was added to a THF solution (16 ml) of methyltrioxorhenium (VII) (24 mg). The mixture was stirred for 10 minutes at room temperature. 3-Bromoquinoline(4.0 g) was added thereto, and the mixture was stirred at room temperature for four days. Ethyl acetate(20 ml) was added to the reaction mixture. 20% Sodium sulfite aqueous solution(30 ml) was added slowly to the mixture under ice cooling. The mixture was stirred at room temperature. The organic layer was condense... Solvent: O (water). Yield: 70.0%. As a reaction SMILES: [CH3:1][O:2][C:3]1[CH:16]=[C:15]([O:17][CH3:18])[CH:14]=[CH:13][C:4]=1[CH2:5][N:6]1[CH:9]([CH2:10]I)[CH2:8][C:7]1=[O:12].[CH3:19][N:20](C)C=O.[C-]#N.[Na+]>O>[C:19]([CH2:10][CH:9]1[N:6]([CH2:5][C:4]2[CH:13]=[CH:14][C:15]([O:17][CH3:18])=[CH:16][C:3]=2[O:2][CH3:1])[C:7](=[O:12])[CH2:8]1)#[N:20] |f:2.3|. The reactants are COC1=C(CN2C(CC2CI)=O)C=CC(=C1)OC (1-(2,4-dimethoxy-benzyl)-4-iodomethyl-2-azetidinone), CN(C=O)C (dimethyl formamide), [C-]#N.[Na+] (sodium cyanide). The product is C(#N)CC1CC(N1CC1=C(C=C(C=C1)OC)OC)=O (4-cyanomethyl-1-(2,4-dimethoxy-benzyl)-2-azetidinone). Procedure: A solution of 1.2 g (3.3 millimoles) of 1-(2,4-dimethoxy-benzyl)-4-iodomethyl-2-azetidinone and 5 ml of dimethyl formamide is stirred with 0.35 g (7 millimoles) of sodium cyanide at room temperature for 48 hours. The solution is poured onto 30 ml of water and extracted five times with 20 ml of ether each. The etheral solution is dried over anhydrous magnesium sulfate, filtered and the filtrate is evaporated in vacuo. Thus 0.6 g of 4-cyanomethyl-1-(2,4-dimethoxy-benzyl)-2-azetidinone are obtained... Starting materials: CC(C)(C)N(C(=O)[O-])c1ccc(-c2cccs2)cc1NC(=O)c1ccc(CNC(=O)Cc2cccnc2)cc1, ClCCl, ClCCl, O=C(O)C(F)(F)F, [Na+], O=C([O-])O. RXN SMILES: [CH3:1][C:2]([N:5]([C:3](=[O:4])[O-:6])[c:9]1[c:10]([NH:20][C:21](=[O:22])[c:23]2[cH:24][cH:25][c:26]([CH2:29][NH:30][C:31]([CH2:32][c:33]3[cH:34][n:35][cH:36][cH:37][cH:38]3)=[O:39])[cH:27][cH:28]2)[cH:11][c:12](-[c:15]2[s:16][cH:17][cH:18][cH:19]2)[cH:13][cH:14]1)([CH3:7])[CH3:8].[Cl:45][CH2:46][Cl:47].[Cl:55][CH2:56][Cl:57].[F:48][C:49]([F:50])([F:51])[C:52]([OH:53])=[O:54].[Na+:44].[O-:40][C:41]([OH:42])=[O:43]>>[NH2:5][c:9]1[c:10]([NH:20][C:21](=[O:22])[c:23]2[cH:24][cH:25][c:26]([CH2:29][NH:30][C:31]([CH2:32][c:33]3[cH:34][n:35][cH:36][cH:37][cH:38]3)=[O:39])[cH:27][cH:28]2)[cH:11][c:12](-[c:15]2[s:16][cH:17][cH:18][cH:19]2)[cH:13][cH:14]1. The product is Nc1ccc(-c2cccs2)cc1NC(=O)c1ccc(CNC(=O)Cc2cccnc2)cc1. Reactants: O (water), OC1=CC=C(CCNCC(COC2=CC=C3C(C=C(OC3=C2)C2=CC=CC=C2)=O)O)C=C1 (7-[3-[(4-Hydroxyphenethyl)amino]-2-hydroxypropoxy]flavone), BrCC(=O)OC (Methyl bromoacetate), [H-].[Na+] (Sodium hydride). Run in CN(C)C=O (DMF). Run at temperature -20 celsius, time 1 hour. Yields the product C(\C=C/C(=O)O)(=O)O.C(=O)(OC)COC1=CC=C(CCNCC(COC2=CC=C3C(C=C(OC3=C2)C2=CC=CC=C2)=O)O)C=C1 (7-[3-[4-(Carbomethoxymethoxy)phenethylamino]-2-hydroxypropoxy]flavone Maleate). The yield is 10.0%. As a reaction SMILES: [OH:1][C:2]1[CH:32]=[CH:31][C:5]([CH2:6][CH2:7][NH:8][CH2:9][CH:10]([OH:30])[CH2:11][O:12][C:13]2[CH:22]=[C:21]3[C:16]([C:17](=[O:29])[CH:18]=[C:19]([C:23]4[CH:28]=[CH:27][CH:26]=[CH:25][CH:24]=4)[O:20]3)=[CH:15][CH:14]=2)=[CH:4][CH:3]=1.[H-].[Na+].Br[CH2:36][C:37]([O:39][CH3:40])=[O:38].[OH2:41]>CN(C=O)C>[C:19]([OH:41])(=[O:20])/[CH:23]=[CH:36]\[C:37]([OH:39])=[O:38].[C:37]([CH2:36][O:1][C:2]1[CH:3]=[CH:4][C:5]([CH2:6][CH2:7][NH:8][CH2:9][CH:10]([OH:30])[CH2:11][O:12][C:13]2[CH:22]=[C:21]3[C:16]([C:17](=[O:29])[CH:18]=[C:19]([C:23]4[CH:24]=[CH:25][CH:26]=[CH:27][CH:28]=4)[O:20]3)=[CH:15][CH:14]=2)=[CH:31][CH:32]=1)([O:39][CH3:40])=[O:38] |f:1.2,6.7|. Procedure: 7-[3-[(4-Hydroxyphenethyl)amino]-2-hydroxypropoxy]flavone (10.8 g, 25.1 mmol), Example 13, was dissolved in 20 ml of warm DMF at 50°-60° C. and then cooled to -20° C. Sodium hydride (1.2 g, 0.0251 mmol) was added portionwise to the above cooled solution, stirred at -20° C. for 1 hour, and then cooled to -40° C. Methyl bromoacetate (3.8 g, 25.1 mmol) was added dropwise to the stirred solution and the reaction mixture was kept at this temperature for 2 hours and at RT overnight. The reaction was p...